describe an organic reaction: reactants, conditions, products, and yield From a dataset of the Open Reaction Database (ORD), a public repository of structured organic reaction records. Starting materials: C1CCC2=NCCCN2CC1, COCCOC, Cl, CN1c2ccccc2CCC1CN, CS(=O)c1nc(N)nc(-c2ccco2)c1C#N. Yields the product CN1c2ccccc2CCC1CNc1nc(N)nc(-c2ccco2)c1C#N. Reaction SMILES: [CH2:32]1[CH2:33][CH2:34][C:35]2=[N:40][CH2:39][CH2:38][CH2:37][N:36]2[CH2:41][CH2:42]1.[CH3:43][O:44][CH2:45][CH2:46][O:47][CH3:48].[ClH:18].[NH2:19][CH2:20][CH:21]1[N:22]([CH3:31])[c:23]2[cH:24][cH:25][cH:26][cH:27][c:28]2[CH2:29][CH2:30]1.[NH2:1][c:2]1[n:3][c:4]([S:15]([CH3:16])=[O:17])[c:5]([C:13]#[N:14])[c:6](-[c:8]2[o:9][cH:10][cH:11][cH:12]2)[n:7]1>>[NH2:1][c:2]1[n:3][c:4]([NH:19][CH2:20][CH:21]2[N:22]([CH3:31])[c:23]3[cH:24][cH:25][cH:26][cH:27][c:28]3[CH2:29][CH2:30]2)[c:5]([C:13]#[N:14])[c:6](-[c:8]2[o:9][cH:10][cH:11][cH:12]2)[n:7]1. The reactants are ClC=1C=C(CN2C(C3=CC=C(C=C3C2=O)C(=O)O)=O)C=CC1 (2-(3-chloro-benzyl)-1,3-dioxo-2,3-dihydro-1H-isoindol-5-carboxylic acid), N1(CCCC1)CCCN (3-pyrrolidin-1-yl-propylamine). Yields the product [Cl-].ClC=1C=C(CN2C(C3=CC=C(C=C3C2=O)C(=O)NCCC[NH+]2CCCC2)=O)C=CC1 (1-(3-{[2-(3-chloro-benzyl)-1,3-dioxo-2,3-dihydro-1H-isoindol-5-carbonyl]-amino}-propyl)-pyrrolidinium chloride). Reaction SMILES: [Cl:1][C:2]1[CH:3]=[C:4]([CH:20]=[CH:21][CH:22]=1)[CH2:5][N:6]1[C:14](=[O:15])[C:13]2[C:8](=[CH:9][CH:10]=[C:11]([C:16]([OH:18])=O)[CH:12]=2)[C:7]1=[O:19].[N:23]1([CH2:28][CH2:29][CH2:30][NH2:31])[CH2:27][CH2:26][CH2:25][CH2:24]1>>[Cl-:1].[Cl:1][C:2]1[CH:3]=[C:4]([CH:20]=[CH:21][CH:22]=1)[CH2:5][N:6]1[C:14](=[O:15])[C:13]2[C:8](=[CH:9][CH:10]=[C:11]([C:16]([NH:31][CH2:30][CH2:29][CH2:28][NH+:23]3[CH2:27][CH2:26][CH2:25][CH2:24]3)=[O:18])[CH:12]=2)[C:7]1=[O:19] |f:2.3|. Procedure: 2-(3-chloro-benzyl)-1,3-dioxo-2,3-dihydro-1H-isoindol-5-carboxylic acid (100 mg, 0.316 mmol) and 3-pyrrolidin-1-yl-propylamine (100 μL, 0.792 mmol) were reacted with each other. Target compound in the amount of 46 mg (31%) was obtained by following the procedure described in Example 1. Starting materials: COC1(C(=O)Nc2c[nH]c3ncc(Br)c(F)c23)CC1, CCCCO, CC(C)(C)OC(=O)NC1CCCNC1, O. Product: COC1(C(=O)Nc2c[nH]c3ncc(Br)c(N4CCCC(NC(=O)OC(C)(C)C)C4)c23)CC1. RXN SMILES: [Br:15][c:16]1[c:17]([F:33])[c:18]2[c:19]([n:20][cH:21]1)[nH:22][cH:23][c:24]2[NH:25][C:26](=[O:27])[C:28]1([O:31][CH3:32])[CH2:29][CH2:30]1.[CH2:34]([OH:35])[CH2:36][CH2:37][CH3:38].[NH:1]1[CH2:2][CH:3]([NH:7][C:8]([O:9][C:10]([CH3:11])([CH3:12])[CH3:13])=[O:14])[CH2:4][CH2:5][CH2:6]1.[OH2:39]>>[N:1]1([c:17]2[c:16]([Br:15])[cH:21][n:20][c:19]3[c:18]2[c:24]([NH:25][C:26](=[O:27])[C:28]2([O:31][CH3:32])[CH2:29][CH2:30]2)[cH:23][nH:22]3)[CH2:2][CH:3]([NH:7][C:8]([O:9][C:10]([CH3:11])([CH3:12])[CH3:13])=[O:14])[CH2:4][CH2:5][CH2:6]1. The reactants are CCN(C(C)C)C(C)C, C1CCOC1, COc1ccc(C2CCCCC2)c2sc(N)nc12, O=C(Cl)c1ccc(F)cc1. Yields the product COc1ccc(C2CCCCC2)c2sc(NC(=O)c3ccc(F)cc3)nc12. RXN SMILES: [CH2:19]([N:20]([CH:21]([CH3:22])[CH3:23])[CH:24]([CH3:25])[CH3:26])[CH3:27].[CH2:38]1[O:39][CH2:40][CH2:41][CH2:42]1.[CH:1]1([c:7]2[cH:8][cH:9][c:10]([O:17][CH3:18])[c:11]3[n:12][c:13]([NH2:16])[s:14][c:15]23)[CH2:2][CH2:3][CH2:4][CH2:5][CH2:6]1.[F:28][c:29]1[cH:30][cH:31][c:32]([C:33](=[O:34])[Cl:35])[cH:36][cH:37]1>>[CH:1]1([c:7]2[cH:8][cH:9][c:10]([O:17][CH3:18])[c:11]3[n:12][c:13]([NH:16][C:33]([c:32]4[cH:31][cH:30][c:29]([F:28])[cH:37][cH:36]4)=[O:34])[s:14][c:15]23)[CH2:2][CH2:3][CH2:4][CH2:5][CH2:6]1.